This data is from the Open Reaction Database (ORD), a public repository of structured organic reaction records. The task is: describe an organic reaction: reactants, conditions, products, and yield The reactants are C1(=CC=CC=C1)N=C=O (Phenyl isocyanate), ClC=1C=C(C=CC1Cl)C=1OC(C(CN1)O)C1=CC=CC=C1 ((5RS, 6SR)-2-(3,4-dichlorophenyl)-6-phenyl-5,6-dihydro-4H-1,3-oxazin-5-ol). The solvent is ClCCCl (1,2-dichloroethane). Product: ClC=1C=C(C=CC1Cl)C=1OC(C(CN1)OC(NC1=CC=CC=C1)=O)C1=CC=CC=C1 ((5RS, 6SR)-2-(3,4-dichlorophenyl)-6-phenyl-5-phenylcarbamoyloxy-5,6-dihydro-4H-1,3-oxazine). The yield is 63.5%. As a reaction SMILES: [C:1]1([N:7]=[C:8]=[O:9])[CH:6]=[CH:5][CH:4]=[CH:3][CH:2]=1.[Cl:10][C:11]1[CH:12]=[C:13]([C:18]2[O:19][CH:20]([C:25]3[CH:30]=[CH:29][CH:28]=[CH:27][CH:26]=3)[CH:21]([OH:24])[CH2:22][N:23]=2)[CH:14]=[CH:15][C:16]=1[Cl:17]>ClCCCl>[Cl:10][C:11]1[CH:12]=[C:13]([C:18]2[O:19][CH:20]([C:25]3[CH:30]=[CH:29][CH:28]=[CH:27][CH:26]=3)[CH:21]([O:24][C:8](=[O:9])[NH:7][C:1]3[CH:6]=[CH:5][CH:4]=[CH:3][CH:2]=3)[CH2:22][N:23]=2)[CH:14]=[CH:15][C:16]=1[Cl:17]. Procedure: Phenyl isocyanate (1.7 g) is added at a temperature in the region of 20° C. to a solution, maintained under an argon atmosphere, of (5RS, 6SR)-2-(3,4-dichlorophenyl)-6-phenyl-5,6-dihydro-4H-1,3-oxazin-5-ol (4.7 g) in 1,2-dichloroethane (50 cc). The solution obtained is heated to reflux for 3 hours and then concentrated to dryness under reduced pressure (2.7 kPa). The residue is purified by chromatography on silica (0.063-0.2 mm; 100 g) contained in a column 2.5 cm in diameter [eluent: cyclohexan...